This data is from the Open Reaction Database (ORD), a public repository of structured organic reaction records. The task is: describe an organic reaction: reactants, conditions, products, and yield Starting materials: ClCCCl, CCN(C(C)C)C(C)C, Nc1ccccc1, O=C(O)c1ccc2cc3c(cc2n1)CC1(C3)C(=O)Nc2ncccc21, CN(C)C=O, On1nnc2ccccc21. Product: O=C(Nc1ccccc1)c1ccc2cc3c(cc2n1)CC1(C3)C(=O)Nc2ncccc21. As a reaction SMILES: [CH2:33]([Cl:34])[CH2:35][Cl:36].[CH:47]([N:48]([CH2:49][CH3:50])[CH:51]([CH3:52])[CH3:53])([CH3:54])[CH3:55].[NH2:26][c:27]1[cH:28][cH:29][cH:30][cH:31][cH:32]1.[O:1]=[C:2]1[NH:3][c:4]2[n:5][cH:6][cH:7][cH:8][c:9]2[C:10]12[CH2:11][c:12]1[c:13]([cH:14][c:15]3[cH:16][cH:17][c:18]([C:22](=[O:23])[OH:24])[n:19][c:20]3[cH:21]1)[CH2:25]2.[O:56]=[CH:57][N:58]([CH3:59])[CH3:60].[OH:37][n:38]1[c:39]2[c:40]([cH:41][cH:42][cH:43][cH:44]2)[n:45][n:46]1>>[O:1]=[C:2]1[NH:3][c:4]2[n:5][cH:6][cH:7][cH:8][c:9]2[C:10]12[CH2:11][c:12]1[c:13]([cH:14][c:15]3[cH:16][cH:17][c:18]([C:22](=[O:23])[NH:26][c:27]4[cH:28][cH:29][cH:30][cH:31][cH:32]4)[n:19][c:20]3[cH:21]1)[CH2:25]2. Reactants: [Si](C)(C)(C(C)(C)C)OC[C@H](C=1SC(=CC1)C=O)NS(=O)(=O)C1=CC2=C(N=CS2)C=C1 (N-[(1R)-2-{[tert-butyl(dimethyl)silyl]oxy}-1-(5-formylthiophen-2-yl)ethyl]-1,3-benzothiazole-6-sulfonamide), CC(C)(C)S(=O)N (2-methylpropane-2-sulfinamide). The reagents and catalysts are CC([O-])C.[Ti+4].CC([O-])C.CC([O-])C.CC([O-])C (titanium isopropoxide). Solvent: C1CCOC1 (THF). Run at time 8 hour. Yields the product [Si](C)(C)(C(C)(C)C)OC[C@H](C=1SC(=CC1)\C=N/S(=O)C(C)(C)C)NS(=O)(=O)C1=CC2=C(N=CS2)C=C1 (N-[(1R)-2-{[tert-butyl(dimethyl)silyl]oxy}-1-(5-{(Z)-[(tert-butylsulfinyl)imino]methyl}thiophen-2-yl)ethyl]-1,3-benzothiazole-6-sulfonamide). As a reaction SMILES: [Si:1]([O:8][CH2:9][C@@H:10]([NH:18][S:19]([C:22]1[CH:30]=[CH:29][C:25]2[N:26]=[CH:27][S:28][C:24]=2[CH:23]=1)(=[O:21])=[O:20])[C:11]1[S:12][C:13]([CH:16]=O)=[CH:14][CH:15]=1)([C:4]([CH3:7])([CH3:6])[CH3:5])([CH3:3])[CH3:2].[CH3:31][C:32]([S:35]([NH2:37])=[O:36])([CH3:34])[CH3:33]>C1COCC1.CC(C)[O-].[Ti+4].CC(C)[O-].CC(C)[O-].CC(C)[O-]>[Si:1]([O:8][CH2:9][C@@H:10]([NH:18][S:19]([C:22]1[CH:30]=[CH:29][C:25]2[N:26]=[CH:27][S:28][C:24]=2[CH:23]=1)(=[O:21])=[O:20])[C:11]1[S:12][C:13](/[CH:16]=[N:37]\[S:35]([C:32]([CH3:34])([CH3:33])[CH3:31])=[O:36])=[CH:14][CH:15]=1)([C:4]([CH3:7])([CH3:6])[CH3:5])([CH3:3])[CH3:2] |f:3.4.5.6.7|. Procedure: To a solution of N-[(1R)-2-{[tert-butyl(dimethyl)silyl]oxy}-1-(5-formylthiophen-2-yl)ethyl]-1,3-benzothiazole-6-sulfonamide (5.0 g, 10.4 mmol) and 2-methylpropane-2-sulfinamide (1.51 g, 12.4 mmol) in THF (69 mL) was added titanium isopropoxide (6.52 mL, 31.1 mmol). The mixture was stirred at room temperature overnight. Starting materials: N(=[N+]=[N-])N1CCN(CC1)C[C@H]1N(C[C@H](C1)SC(C1=CC=CC=C1)(C1=CC=CC=C1)C1=CC=CC=C1)C(=O)OCC1=CC=C(C=C1)[N+](=O)[O-] ((2S,4S) 2-[(4-azidopiperizin-1-yl)-methyl]-1-(4-nitrobenzyloxycarbonyl)-4-(triphenylmethylthio)pyrrolidine), C1(=CC=CC=C1)P(C1=CC=CC=C1)C1=CC=CC=C1 (triphenylphosphine), N (ammonia). The solvent is N1=CC=CC=C1 (pyridine). Reaction conditions: time 1 hour. The product is NN1CCN(CC1)C[C@H]1N(C[C@H](C1)SC(C1=CC=CC=C1)(C1=CC=CC=C1)C1=CC=CC=C1)C(=O)OCC1=CC=C(C=C1)[N+](=O)[O-] ((2S,4S)-2-[(4-aminopiperizin-1-yl)methyl]-1-(4-nitrobenzyloxycarbonyl)-4-(triphenylmethylthio)pyrrolidine). Isolated yield 73.6%. RXN SMILES: [N:1]([N:4]1[CH2:9][CH2:8][N:7]([CH2:10][C@@H:11]2[CH2:15][C@H:14]([S:16][C:17]([C:30]3[CH:35]=[CH:34][CH:33]=[CH:32][CH:31]=3)([C:24]3[CH:29]=[CH:28][CH:27]=[CH:26][CH:25]=3)[C:18]3[CH:23]=[CH:22][CH:21]=[CH:20][CH:19]=3)[CH2:13][N:12]2[C:36]([O:38][CH2:39][C:40]2[CH:45]=[CH:44][C:43]([N+:46]([O-:48])=[O:47])=[CH:42][CH:41]=2)=[O:37])[CH2:6][CH2:5]1)=[N+]=[N-].C1(P(C2C=CC=CC=2)C2C=CC=CC=2)C=CC=CC=1.N>N1C=CC=CC=1>[NH2:1][N:4]1[CH2:9][CH2:8][N:7]([CH2:10][C@@H:11]2[CH2:15][C@H:14]([S:16][C:17]([C:24]3[CH:29]=[CH:28][CH:27]=[CH:26][CH:25]=3)([C:30]3[CH:35]=[CH:34][CH:33]=[CH:32][CH:31]=3)[C:18]3[CH:19]=[CH:20][CH:21]=[CH:22][CH:23]=3)[CH2:13][N:12]2[C:36]([O:38][CH2:39][C:40]2[CH:45]=[CH:44][C:43]([N+:46]([O-:48])=[O:47])=[CH:42][CH:41]=2)=[O:37])[CH2:6][CH2:5]1. Procedure: To a solution of (2S,4S) 2-[(4-azidopiperizin-1-yl)-methyl]-1-(4-nitrobenzyloxycarbonyl)-4-(triphenylmethylthio)pyrrolidine (3.76 g) in pyridine (12 ml) was added triphenylphosphine (2.38 g) and the mixture was stirred at ambient temperature for 1 hour. To the reaction mixture was added conc. ammonia (0.76 ml) and the mixture was allowed to stand overnight at ambient temperature. The reaction mixture was concentrated under reduced pressure and the residue was dissolved in ethyl acetate (100 ml).... Starting materials: C(C1=CC=CC=C1)=O (Benzaldehyde), S(=O)(=O)(N)N (sulfamide). Solvent: C(C)O (ethanol). Product: NS(=O)(=O)N=CC1=CC=CC=C1 (N-Aminosulfonyl Benzylideneamine). Reaction SMILES: [CH:1](=O)[C:2]1[CH:7]=[CH:6][CH:5]=[CH:4][CH:3]=1.[S:9]([NH2:13])([NH2:12])(=[O:11])=[O:10]>C(O)C>[NH2:12][S:9]([N:13]=[CH:1][C:2]1[CH:7]=[CH:6][CH:5]=[CH:4][CH:3]=1)(=[O:11])=[O:10]. Reported procedure: Benzaldehyde (5 g, 4 mmol) and sulfamide (9.06 g, 94 mmol) were dissolved in anhydrous ethanol (100 mL). The reaction mixture was heated to reflux for 2 hours then cooled to room temperature. The resulting solid was filtered and dried to yield the title compound. Starting materials: BrC1=CC=C(C=C1)NC(C(=O)OCC)C1=C(C(=CC=C1Cl)Cl)Cl (ethyl α-[(4-bromophenyl)amino]-2,3,6-trichlorobenzeneacetate), ClCC(=O)Cl (2-chloroacetyl chloride). Run in CC1=CC=CC=C1 (methylbenzene). Conditions: temperature 80 celsius, time 4 hour. Yields the product BrC1=CC=C(C=C1)N(C(C(=O)OCC)C1=C(C(=CC=C1Cl)Cl)Cl)C(CCl)=O (ethyl α-[(4-bromophenyl) (2-chloroacetyl)-amino]-2,3,6-trichlorobenzeneacetate). As a reaction SMILES: [Br:1][C:2]1[CH:7]=[CH:6][C:5]([NH:8][CH:9]([C:15]2[C:20]([Cl:21])=[CH:19][CH:18]=[C:17]([Cl:22])[C:16]=2[Cl:23])[C:10]([O:12][CH2:13][CH3:14])=[O:11])=[CH:4][CH:3]=1.[Cl:24][CH2:25][C:26](Cl)=[O:27]>CC1C=CC=CC=1>[Br:1][C:2]1[CH:7]=[CH:6][C:5]([N:8]([C:26](=[O:27])[CH2:25][Cl:24])[CH:9]([C:15]2[C:20]([Cl:21])=[CH:19][CH:18]=[C:17]([Cl:22])[C:16]=2[Cl:23])[C:10]([O:12][CH2:13][CH3:14])=[O:11])=[CH:4][CH:3]=1. Procedure: A mixture of 3 parts of ethyl α-[(4-bromophenyl)amino]-2,3,6-trichlorobenzeneacetate and 4.5 parts of 2-chloroacetyl chloride is stirred for 4 hours at 80° C. The mixture is taken up twice in methylbenzene and the latter is evaporated each time. The oily residue solidifies on triturating in petroleumether. The latter is decanted and the residue is crystallized from 2,2'-oxybispropane. The product is filtered off and dried, yielding a first fraction of 1.7 parts of ethyl α-[(4-bromophenyl) (2-chl... Reactants: COc1ccc2ncc(=O)n(CC=O)c2n1, CO, ClCCl, O=C(NCC1CCCNC1)OCc1ccccc1, [Na+], [Na+], O=S(=O)([O-])[O-]. Yields the product COc1ccc2ncc(=O)n(CCN3CCCC(CNC(=O)OCc4ccccc4)C3)c2n1. As a reaction SMILES: [CH3:1][O:2][c:3]1[cH:4][cH:5][c:6]2[c:7]([n:8]([CH2:13][CH:14]=[O:15])[c:9](=[O:12])[cH:10][n:11]2)[n:16]1.[CH3:42][OH:43].[Cl:44][CH2:45][Cl:46].[NH:17]1[CH2:18][CH:19]([CH2:23][NH:24][C:25]([O:26][CH2:27][c:28]2[cH:29][cH:30][cH:31][cH:32][cH:33]2)=[O:34])[CH2:20][CH2:21][CH2:22]1.[Na+:35].[Na+:36].[O-:37][S:38]([O-:39])(=[O:40])=[O:41]>>[CH3:1][O:2][c:3]1[cH:4][cH:5][c:6]2[c:7]([n:8]([CH2:13][CH2:14][N:17]3[CH2:18][CH:19]([CH2:23][NH:24][C:25]([O:26][CH2:27][c:28]4[cH:29][cH:30][cH:31][cH:32][cH:33]4)=[O:34])[CH2:20][CH2:21][CH2:22]3)[c:9](=[O:12])[cH:10][n:11]2)[n:16]1. The reactants are C(C)(C)(C)OC(=O)N1CC(C=2C3=C(C=CC12)C=C(C=C3)C(=O)OC)CCl (methyl 3-(tert-butoxycarbonyl)-1-(chloromethyl)-1,2-dihydro-3H-benzo[e]indole-7-carboxylate), [N+](=O)([O-])[O-].[K+] (KNO3), ice water, N (NH3). The solvent is OS(=O)(=O)O (H2SO4), OS(=O)(=O)O (H2SO4). Conditions: temperature -5 celsius, time 5 minute. Product: ClCC1CNC=2C=CC3=C(C12)C(=CC(=C3)C(=O)OC)[N+](=O)[O-] (methyl 1-(chloromethyl)-9-nitro-1,2-dihydro-3H-benzo[e]indole-7-carboxylate). Isolated yield 13.3%. RXN SMILES: C(OC([N:8]1[C:16]2[CH:15]=[CH:14][C:13]3[CH:17]=[C:18]([C:21]([O:23][CH3:24])=[O:22])[CH:19]=[CH:20][C:12]=3[C:11]=2[CH:10]([CH2:25][Cl:26])[CH2:9]1)=O)(C)(C)C.[N+:27]([O-])([O-:29])=[O:28].[K+].N>OS(O)(=O)=O>[Cl:26][CH2:25][CH:10]1[C:11]2[C:12]3[C:20]([N+:27]([O-:29])=[O:28])=[CH:19][C:18]([C:21]([O:23][CH3:24])=[O:22])=[CH:17][C:13]=3[CH:14]=[CH:15][C:16]=2[NH:8][CH2:9]1 |f:1.2|. Procedure details: Powdered 150 (900 mg, 2.39 mmol) was added to stirred conc. H2SO4 (6 mL) at 0° C. and the mixture was warned to room temperature for 15 nm. The resulting solution was cooled to −5° C. and treated dropwise with a solution of KNO3 (266 mg, 2.63 mmol) in conc. H2SO4 (1.5 mL). The mixture was stirred at −5° C. for a further 5 min, then poured into ice/water and neutralized with dilute aqueous NH3. The resulting solid was chromatographed on silica gel, eluting with CH2Cl2 to give crude methyl 1-(chlo...